From a dataset of the Open Reaction Database (ORD), a public repository of structured organic reaction records. describe an organic reaction: reactants, conditions, products, and yield The reactants are 11.7, BrCC(=O)C1=CC=C(C=C1)Cl (2-bromo-4'-chloroacetophenone), ClC1=CC=C(C=C1)C(CO)O (1-(p-chlorophenyl)-1,2-ethanediol), C1(=CC=C(C=C1)S(=O)(=O)O)C (p-toluenesulfonic acid), C1=CC=CC=C1 (benzene). Solvent: O (water). The product is BrCC1(OCC(O1)C1=CC=C(C=C1)Cl)C1=CC=C(C=C1)Cl (2-(bromomethyl)-2,4-bis(p-chlorophenyl)-1,3-dioxolane). As a reaction SMILES: [Br:1][CH2:2][C:3]([C:5]1[CH:10]=[CH:9][C:8]([Cl:11])=[CH:7][CH:6]=1)=[O:4].[Cl:12][C:13]1[CH:18]=[CH:17][C:16]([CH:19]([OH:22])[CH2:20]O)=[CH:15][CH:14]=1.C1(C)C=CC(S(O)(=O)=O)=CC=1.C1C=CC=CC=1>O>[Br:1][CH2:2][C:3]1([C:5]2[CH:10]=[CH:9][C:8]([Cl:11])=[CH:7][CH:6]=2)[O:22][CH:19]([C:16]2[CH:17]=[CH:18][C:13]([Cl:12])=[CH:14][CH:15]=2)[CH2:20][O:4]1. Procedure details: a mixture of 11.7 parts of 2-bromo-4'-chloroacetophenone, 9 parts of 1-(p-chlorophenyl)-1,2-ethanediol, 0.5 parts of p-toluenesulfonic acid and 80 parts of benzene is stirred and refluxed for 2 days with water-separator. The reaction mixture is cooled and washed successively twice with a sodium hydrogen carbonate solution and once with water. The organic phase is dried and evaporated. The residue is triturated in petroleum ether and cooled on ice. The precipitated product is filtered off, crysta... Starting materials: BrCC(=O)O (bromoacetic acid), CC=1N=CSC1 (4-methylthiazole), C(C)O (ethanol). Solvent: CC(=O)C (acetone). Run at time 3 day. Yields the product [Br-].C(=O)(O)C[N+]1=CSC=C1C (3-carboxymethyl-4-methyl-thiazolium bromide). The yield is 72.3%. RXN SMILES: [CH3:1][C:2]1[N:3]=[CH:4][S:5][CH:6]=1.[Br:7][CH2:8][C:9]([OH:11])=[O:10].C(O)C>CC(C)=O>[Br-:7].[C:9]([CH2:8][N+:3]1[C:2]([CH3:1])=[CH:6][S:5][CH:4]=1)([OH:11])=[O:10] |f:4.5|. Procedure details: 15.6 g of 4-methylthiazole was dissolved in 50 ml of anhydrous acetone. The mixture was added with 21 g of bromoacetic acid, stirred for 3 d, filtered to obtain a solid, and a white solid was then obtained by recrystallization from ethanol, and dried to obtain 26 g product with a yield of 72%, mP=240.6-241.6° C. The reactants are FC1=CC=C(C(=O)NC2=C(C=CC=C2)O)C=C1 (4-Fluoro-N-(2-hydroxyphenyl)-benzamide), FC1=CC=C(C(=O)NC2=C(C=CC=C2)O)C=C1 (4-Fluoro-N-(2-hydroxyphenyl)-benzamide), C1(=CC=C(C=C1)S(=O)(=O)O)C (p-toluenesulfonic acid). Conditions: temperature 110 celsius, time 8 hour. Yields the product FC1=CC=C(C=C1)C=1OC2=C(N1)C=CC=C2 (2-(4-fluorophenyl)-1,3-benzoxazole). RXN SMILES: C1(C)C=CC(S(O)(=O)=O)=CC=1.[F:12][C:13]1[CH:28]=[CH:27][C:16]([C:17]([NH:19][C:20]2[CH:25]=[CH:24][CH:23]=[CH:22][C:21]=2[OH:26])=O)=[CH:15][CH:14]=1>>[F:12][C:13]1[CH:28]=[CH:27][C:16]([C:17]2[O:26][C:21]3[CH:22]=[CH:23][CH:24]=[CH:25][C:20]=3[N:19]=2)=[CH:15][CH:14]=1. Procedure details: After the flask containing 4-Fluoro-N-(2-hydroxyphenyl)-benzamide in 250 ml of toluene of step 1 was equipped with a Dean-Stark apparatus, p-toluenesulfonic acid (12.2 g, 64 mmol, 0.2 eq) was added. The mixture was stirred at 110° C. for 8 hours. Then heating was stopped and the solution was subsequently washed with 100 ml of water, 2*100 ml of (0.2M) NaOH solution and 100 ml of water. Toluene was removed via rotary evaporator yielding 64 g (94%) of slightly off white 2-(4-fluorophenyl)-1,3-benz... Procedure details: To a solution of (S)-tert-butyl 2,2-dimethyl-4-(((R)-tetrahydro-2H-pyran-3-yl)methyl)oxazolidine-3-carboxylate (643 mg, 2.15 mmol) in MeOH (10 mL) was added p-TSA (37 mg, 0.22 mmol), then the solution was stirred at rt for 12 hr. TEA (2 mL) was added, followed by Boc2O (46 mg, 0.21 mmol). After the addition the reaction solution was stirred for another 30 min. The organic solvent was removed under reduced pressure to give the crude product tert-butyl (S)-1-hydroxy-3-((R)-tetrahydro-2H-pyran-3-yl... The reactants are CC1(OC[C@@H](N1C(=O)OC(C)(C)C)C[C@@H]1COCCC1)C ((S)-tert-butyl 2,2-dimethyl-4-(((R)-tetrahydro-2H-pyran-3-yl)methyl)oxazolidine-3-carboxylate), CC=1C=CC(=CC1)S(=O)(=O)O (p-TSA), TEA, CC(C)(C)OC(=O)OC(=O)OC(C)(C)C (Boc2O). Product: crude product, OC[C@H](C[C@@H]1COCCC1)NC(OC(C)(C)C)=O (tert-butyl (S)-1-hydroxy-3-((R)-tetrahydro-2H-pyran-3-yl)propan-2-ylcarbamate). Conditions: time 12 hour. Run in CO (MeOH). As a reaction SMILES: CC1(C)[N:6]([C:7]([O:9][C:10]([CH3:13])([CH3:12])[CH3:11])=[O:8])[C@@H:5]([CH2:14][C@H:15]2[CH2:20][CH2:19][CH2:18][O:17][CH2:16]2)[CH2:4][O:3]1.CC1C=CC(S(O)(=O)=O)=CC=1.CC(OC(OC(OC(C)(C)C)=O)=O)(C)C>CO>[OH:3][CH2:4][C@@H:5]([NH:6][C:7](=[O:8])[O:9][C:10]([CH3:12])([CH3:11])[CH3:13])[CH2:14][C@H:15]1[CH2:20][CH2:19][CH2:18][O:17][CH2:16]1. Reactants: CCOC(=O)NN, CC(=O)O, CCO, O=Cc1cn(-c2ccccc2)nc1-c1ccc([N+](=O)[O-])o1, O. The product is CCOC(=O)NN=Cc1cn(-c2ccccc2)nc1-c1ccc([N+](=O)[O-])o1. Reaction SMILES: [C:22]([NH:23][NH2:24])(=[O:25])[O:26][CH2:27][CH3:28].[CH3:29][C:30](=[O:31])[OH:32].[CH3:33][CH2:34][OH:35].[N+:1](=[O:2])([O-:3])[c:4]1[cH:5][cH:6][c:7](-[c:9]2[n:10][n:11](-[c:16]3[cH:17][cH:18][cH:19][cH:20][cH:21]3)[cH:12][c:13]2[CH:14]=[O:15])[o:8]1.[OH2:36]>>[N+:1](=[O:2])([O-:3])[c:4]1[cH:5][cH:6][c:7](-[c:9]2[n:10][n:11](-[c:16]3[cH:17][cH:18][cH:19][cH:20][cH:21]3)[cH:12][c:13]2[CH:14]=[N:24][NH:23][C:22](=[O:25])[O:26][CH2:27][CH3:28])[o:8]1. Reaction conditions: temperature 50 celsius, time 14 hour. As a reaction SMILES: Cl.C1C2C(COC([N:19]3[CH2:24][C@@H:23]([C:25](=[O:44])[N:26]([CH:41]4[CH2:43][CH2:42]4)[CH2:27][C:28]4[CH:33]=[CH:32][C:31]([CH3:34])=[C:30]([O:35][CH2:36][CH2:37][CH2:38][O:39][CH3:40])[CH:29]=4)[CH2:22][C@@H:21]([NH2:45])[CH2:20]3)=O)C3C(=CC=CC=3)C=2C=CC=1.[C:46]([N:50]=[C:51]=[O:52])([CH3:49])([CH3:48])[CH3:47].CCN(C(C)C)C(C)C.ClCCCl>C(Cl)Cl>[CH:41]1([N:26]([CH2:27][C:28]2[CH:33]=[CH:32][C:31]([CH3:34])=[C:30]([O:35][CH2:36][CH2:37][CH2:38][O:39][CH3:40])[CH:29]=2)[C:25]([C@H:23]2[CH2:22][C@@H:21]([NH:45][C:51]([NH:50][C:46]([CH3:49])([CH3:48])[CH3:47])=[O:52])[CH2:20][NH:19][CH2:24]2)=[O:44])[CH2:42][CH2:43]1 |f:0.1|. Solvent: C(Cl)Cl (CH2Cl2). Reported procedure: A mixture of (3R*,5S*)-3-amino-5{-cyclopropyl-[3-(3-methoxy-propoxy)-4-methyl-benzyl]-carbamoyl}-piperidine-1-carboxylic acid 9H-fluoren-9-ylmethyl ester, hydrochloride (110 mg, 0.173 mmol), tert-butyl isocyanate (40 μl, 0.35 mmol), DIPEA (34.2 μl, 0.2 mmol) and 1,2-dichloroethane (2 ml) is shaken for 14 h at 50° C. The mixture is diluted with CH2Cl2 and washed with NaHCO3 solution. The organic layer is dried (Na2SO4) and evaporated. The crude product is stirred with a solution of CH2Cl2/piperid... The product is C1(CC1)N(C(=O)[C@@H]1CNC[C@@H](C1)NC(=O)NC(C)(C)C)CC1=CC(=C(C=C1)C)OCCCOC ((3S*,5R*)-5-(3-tert-Butyl-ureido)-piperidine-3-carboxylic acid cyclopropyl-[3-(3-methoxy-propoxy)-4-methyl-benzyl]-amide). Reactants: Cl.C1=CC=CC=2C3=CC=CC=C3C(C12)COC(=O)N1C[C@@H](C[C@@H](C1)C(N(CC1=CC(=C(C=C1)C)OCCCOC)C1CC1)=O)N ((3R*,5S*)-3-amino-5{-cyclopropyl-[3-(3-methoxy-propoxy)-4-methyl-benzyl]-carbamoyl}-piperidine-1-carboxylic acid 9H-fluoren-9-ylmethyl ester, hydrochloride), C(C)(C)(C)N=C=O (tert-butyl isocyanate), CCN(C(C)C)C(C)C (DIPEA), ClCCCl (1,2-dichloroethane). Reactants: CN1C=2C(C(=NC3=C1C=CC=C3)SC)=CSC2 (4-methyl-10-(methylthio)-4H-thieno[3,4-b][1,5]benzodiazepine), C(\C=C\C(=O)O)(=O)O (fumaric acid), OCCN1CCNCC1 (hydroxyethylpiperazine), C=1(C(=CC=CC1)C)C (xylene). Reagents/catalysts: C(C)(=O)O (acetic acid). Solvent: C(C)O (ethanol), C(C)O (ethanol). Product: C(\C=C\C(=O)O)(=O)O.CN1C=2C(C(=NC3=C1C=CC=C3)N3CCN(CC3)CCO)=CSC2.CN2C=3C(C(=NC1=C2C=CC=C1)N1CCN(CC1)CCO)=CSC3 (4-(4-Methyl-4H-thieno[3,4-b][1,5]benzodiazepin- 10-yl)-1-piperazineethanol hemifumarate). As a reaction SMILES: [CH3:1][N:2]1[C:8]2[CH:9]=[CH:10][CH:11]=[CH:12][C:7]=2[N:6]=[C:5](SC)[C:4]2=[CH:15][S:16][CH:17]=[C:3]12.[OH:18][CH2:19][CH2:20][N:21]1[CH2:26][CH2:25][NH:24][CH2:23][CH2:22]1.C1(C)C(C)=CC=CC=1.[C:35]([OH:42])(=[O:41])/[CH:36]=[CH:37]/[C:38]([OH:40])=[O:39]>C(O)(=O)C.C(O)C>[C:35]([OH:42])(=[O:41])/[CH:36]=[CH:37]/[C:38]([OH:40])=[O:39].[CH3:1][N:2]1[C:8]2[CH:9]=[CH:10][CH:11]=[CH:12][C:7]=2[N:6]=[C:5]([N:24]2[CH2:25][CH2:26][N:21]([CH2:20][CH2:19][OH:18])[CH2:22][CH2:23]2)[C:4]2=[CH:15][S:16][CH:17]=[C:3]12.[CH3:1][N:2]1[C:8]2[CH:9]=[CH:10][CH:11]=[CH:12][C:7]=2[N:6]=[C:5]([N:24]2[CH2:25][CH2:26][N:21]([CH2:20][CH2:19][OH:18])[CH2:22][CH2:23]2)[C:4]2=[CH:15][S:16][CH:17]=[C:3]12 |f:6.7.8|. Procedure details: A mixture comprising 2.6 g. of 4-methyl-10-(methylthio)-4H-thieno[3,4-b][1,5]benzodiazepine (U.S. Pat. No. 3,951,981 -- Ex. 7), 2.6 g. of hydroxyethylpiperazine, 3 drops of acetic acid and 15 ml. of xylene is stirred and refluxed overnight. The mixture is evaporated, washed with water and the residue dissolved in 50 ml. of 2N acetic acid. The solution is filtered. The filtrate is made alkaline with ammonium hydroxide and extracted with chloroform. The extract is dried over magnesium sulfate, fil...